From a dataset of the Open Reaction Database (ORD), a public repository of structured organic reaction records. describe an organic reaction: reactants, conditions, products, and yield Reactants: OC1=C(C=NC2=C(C=CC(=C12)OC)OC)C#N (4-hydroxy-5,8-dimethoxy-quinoline-3-carbonitrile), P(=O)(Cl)(Cl)Cl (phosphorous oxychloride). Reagents/catalysts: CN(C=O)C (N,N-dimethylformamide). Product: ClC1=C(C=NC2=C(C=CC(=C12)OC)OC)C#N (4-chloro-5,8-dimethoxy-quinoline-3-carbonitrile). Reaction SMILES: O[C:2]1[C:11]2[C:6](=[C:7]([O:14][CH3:15])[CH:8]=[CH:9][C:10]=2[O:12][CH3:13])[N:5]=[CH:4][C:3]=1[C:16]#[N:17].P(Cl)(Cl)([Cl:20])=O>CN(C)C=O>[Cl:20][C:2]1[C:11]2[C:6](=[C:7]([O:14][CH3:15])[CH:8]=[CH:9][C:10]=2[O:12][CH3:13])[N:5]=[CH:4][C:3]=1[C:16]#[N:17]. Reported procedure: A stirred mixture of 1.30 g of 4-hydroxy-5,8-dimethoxy-quinoline-3-carbonitrile, 10 ml of phosphorous oxychloride, and 2 drops of N,N-dimethylformamide was refluxed for 10 minutes and evaporated free of volatile matter. The residue was stirred with 50 ml of water. The product was collected and dried to give 1.74 g of 4-chloro-5,8-dimethoxy-quinoline-3-carbonitrile as a solid, mp 165-167° C.; mass spectrum (EI, m/e): M 248.0346.